The task is: describe an organic reaction: reactants, conditions, products, and yield. This data is from the Open Reaction Database (ORD), a public repository of structured organic reaction records. Reactants: CC(=O)OI1(C=2C=CC=CC2C(=O)O1)(OC(=O)C)OC(=O)C (Dess-Martin periodinane), N1(CCCCC1)CCCNC1=NC(=NC=2NC3=CC(=CC=C3C21)C(=O)OC)CC2=CC(=CC=C2)C(C(F)(F)F)O (methyl 4-((3-(piperidin-1-yl)propyl)amino)-2-(3-(2,2,2-trifluoro-1-hydroxyethyl)benzyl)-9H-pyrimido[4,5-b]indole-7-carboxylate). Solvent: C(Cl)Cl (DCM). Run at temperature 20 celsius, time 1 hour. Yields the product N1(CCCCC1)CCCNC1=NC(=NC=2NC3=CC(=CC=C3C21)C(=O)OC)CC2=CC(=CC=C2)C(C(F)(F)F)=O (methyl 4-((3-(piperidin-1-yl)propyl)amino)-2-(3-(2,2,2-trifluoroacetyl)benzyl)-9H-pyrimido[4,5-b]indole-7-carboxylate), Example 33. Isolated yield 92.0%. As a reaction SMILES: CC(OI1(OC(C)=O)(OC(C)=O)OC(=O)C2C=CC=CC1=2)=O.[N:23]1([CH2:29][CH2:30][CH2:31][NH:32][C:33]2[C:45]3[C:44]4[C:39](=[CH:40][C:41]([C:46]([O:48][CH3:49])=[O:47])=[CH:42][CH:43]=4)[NH:38][C:37]=3[N:36]=[C:35]([CH2:50][C:51]3[CH:56]=[CH:55][CH:54]=[C:53]([CH:57]([OH:62])[C:58]([F:61])([F:60])[F:59])[CH:52]=3)[N:34]=2)[CH2:28][CH2:27][CH2:26][CH2:25][CH2:24]1>C(Cl)Cl>[N:23]1([CH2:29][CH2:30][CH2:31][NH:32][C:33]2[C:45]3[C:44]4[C:39](=[CH:40][C:41]([C:46]([O:48][CH3:49])=[O:47])=[CH:42][CH:43]=4)[NH:38][C:37]=3[N:36]=[C:35]([CH2:50][C:51]3[CH:56]=[CH:55][CH:54]=[C:53]([C:57](=[O:62])[C:58]([F:59])([F:61])[F:60])[CH:52]=3)[N:34]=2)[CH2:24][CH2:25][CH2:26][CH2:27][CH2:28]1. Reported procedure: Dess-Martin periodinane (56.5 mg, 0.133 mmol) was added to methyl 4-((3-(piperidin-1-yl)propyl)amino)-2-(3-(2,2,2-trifluoro-1-hydroxyethyl)benzyl)-9H-pyrimido[4,5-b]indole-7-carboxylate (20 mg, 0.036 mmol) in DCM (753 μL) to give a white suspension. After stirring at 20° C. for 1 hour the mixture was purified by flash chromatography to give methyl 4-((3-(piperidin-1-yl)propyl)amino)-2-(3-(2,2,2-trifluoroacetyl)benzyl)-9H-pyrimido[4,5-b]indole-7-carboxylate as Example 33 (18.4 mg, 92% yield) as a... Reactants: BrC=1C=C(C(=O)OC)C=CC1OC(C)C (Methyl 3-bromo-4-iso-propoxybenzoate), [Cu]C#N (copper(I)cyanide), C(C)(=O)OCC (ethyl acetate). Solvent: CN1C(CCC1)=O (N-methyl pyrrolidone). Yields the product C(#N)C=1C=C(C(=O)OC)C=CC1OC(C)C (Methyl 3-Cyano-4-iso-propoxybenzoate). Reaction SMILES: Br[C:2]1[CH:3]=[C:4]([CH:9]=[CH:10][C:11]=1[O:12][CH:13]([CH3:15])[CH3:14])[C:5]([O:7][CH3:8])=[O:6].[Cu][C:17]#[N:18].C(OCC)(=O)C>CN1CCCC1=O>[C:17]([C:2]1[CH:3]=[C:4]([CH:9]=[CH:10][C:11]=1[O:12][CH:13]([CH3:15])[CH3:14])[C:5]([O:7][CH3:8])=[O:6])#[N:18]. Procedure details: Methyl 3-bromo-4-iso-propoxybenzoate (2.0 g, 7.3 mmol) and copper(I)cyanide in N-methyl pyrrolidone (50 ml) were heated under vigorous reflux for 4 h. Work-up with ethyl acetate gave the title compound (1.0 g). Reactants: COC(=O)c1cnn2cc(O)ccc12, CCOC(C)=O, CN1CCCC1=O, [K+], [K+], [K+], Nc1nc(Cl)cc(Cl)n1, O=P([O-])([O-])[O-]. The product is COC(=O)c1cnn2cc(Oc3cc(Cl)nc(N)n3)ccc12. As a reaction SMILES: [CH3:1][O:2][C:3](=[O:4])[c:5]1[cH:6][n:7][n:8]2[c:9]1[cH:10][cH:11][c:12]([OH:14])[cH:13]2.[CH3:32][CH2:33][O:34][C:35]([CH3:36])=[O:37].[CH3:38][N:39]1[CH2:40][CH2:41][CH2:42][C:43]1=[O:44].[K+:20].[K+:21].[K+:22].[NH2:23][c:24]1[n:25][c:26]([Cl:31])[cH:27][c:28]([Cl:30])[n:29]1.[P:15]([O-:16])([O-:17])([O-:18])=[O:19]>>[CH3:1][O:2][C:3](=[O:4])[c:5]1[cH:6][n:7][n:8]2[c:9]1[cH:10][cH:11][c:12]([O:14][c:28]1[cH:27][c:26]([Cl:31])[n:25][c:24]([NH2:23])[n:29]1)[cH:13]2. Reactants: ClCCCCCC1C2=C3CCC(C=C3CC[C@H]2[C@@H]2CCC([C@@]2(C)C1)=O)=O (11-(5-chloropentyl)-estra-4,9-diene-3,17-dione). Reagents/catalysts: [Pd] (palladium on carbon). Run in C(C)O (ethanol). Product: ClCCCCCC1[C@@H]2C=3C=CC(=CC3CC[C@H]2[C@@H]2CCC([C@@]2(C)C1)=O)O (11-(5-chloropentyl)-3-hydroxy-estra-1,3,5(10)-trien-17-one). Yield: 103.3%. Reaction SMILES: [Cl:1][CH2:2][CH2:3][CH2:4][CH2:5][CH2:6][CH:7]1[CH2:24][C@@:22]2([CH3:23])[C@@H:18]([CH2:19][CH2:20][C:21]2=[O:25])[C@H:17]2[C:8]1=[C:9]1[C:14]([CH2:15][CH2:16]2)=[CH:13][C:12](=[O:26])[CH2:11][CH2:10]1>C(O)C.[Pd]>[Cl:1][CH2:2][CH2:3][CH2:4][CH2:5][CH2:6][CH:7]1[CH2:24][C@@:22]2([CH3:23])[C@@H:18]([CH2:19][CH2:20][C:21]2=[O:25])[C@H:17]2[C@H:8]1[C:9]1[CH:10]=[CH:11][C:12]([OH:26])=[CH:13][C:14]=1[CH2:15][CH2:16]2. Reported procedure: A solution of 6 g of 11-(5-chloropentyl)-estra-4,9-diene-3,17-dione in 100 ml of ethanol is mixed at room temperature with 1 g of palladium on carbon and refluxed under a hydrogen atmosphere for 0.5 hour. Then, the catalyst is filtered off, it is evaporated to the dry state in a vacuum and chromatographed on silica gel with hexane/acetone. 6.2 g of 11-(5-chloropentyl)-3-hydroxy-estra-1,3,5(10)-trien-17-one is obtained.